Dataset: the Open Reaction Database (ORD), a public repository of structured organic reaction records. Task: describe an organic reaction: reactants, conditions, products, and yield Starting materials: C(C1=CC=CC=C1)OC(=O)[C@@H]1N([C@@H](C1)C(OC)OC)CC1=CC=CC=C1 (cis-N-benzyl-4-(dimethoxymethyl)azetidine-2-carboxylic acid benzyl ester), O (water), [H][H] (hydrogen). Reagents/catalysts: [OH-].[OH-].[Pd+2] (Pd(OH)2). The solvent is CO (methanol). Yields the product N (ammonia), COC([C@@H]1C[C@@H](N1)C(=O)O)OC (cis-4-(dimethoxymethyl)azetidine-2-carboxylic acid). The yield is 97.9%. As a reaction SMILES: C([O:8][C:9]([C@H:11]1[CH2:14][C@@H:13]([CH:15]([O:18][CH3:19])[O:16][CH3:17])[N:12]1CC1C=CC=CC=1)=[O:10])C1C=CC=CC=1.O.[H][H]>CO.[OH-].[OH-].[Pd+2]>[NH3:12].[CH3:17][O:16][CH:15]([O:18][CH3:19])[C@H:13]1[NH:12][C@@H:11]([C:9]([OH:10])=[O:8])[CH2:14]1 |f:4.5.6|. Procedure details: 12.5 mg (35 μmol) of cis-N-benzyl-4-(dimethoxymethyl)azetidine-2-carboxylic acid benzyl ester in 10 ml of methanol is hydrogenated in a Parr shaker over 53 mg of 20% Pd(OH)2 /C (containing 31% water) under 4 atm of hydrogen for 3 h. Filtration through a double paper filter, repeated washing with methanol and evaporation gives a crude product which is filtered over silica gel with isopropanol/water/conc. ammonia (17:2:1) to yield 3.0 mg (49%) of cis-4-(dimethoxymethyl)azetidine-2-carboxylic acid ...